Dataset: the Open Reaction Database (ORD), a public repository of structured organic reaction records. Task: describe an organic reaction: reactants, conditions, products, and yield Reactants: COC(CCC(CCC(=O)OC)(C#N)C1=C(C=CC=C1)Cl)=O (dimethyl-4-(o-chlorophenyl)-4-cyanopimelate), O1CCCC1 (tetrahydrofuran), CC(C)([O-])C.[K+] (potassium tert-butoxide), dimethyl ester, ClC1=CC=C(C=C1)C(CCC(=O)O)(CCC(=O)O)C#N (4-(p-chlorophenyl)-4-cyanopimelic acid). Solvent: C(C)(=O)O (acetic acid). Product: C(=O)(OC)C1C(CCC(C1)(C1=C(C=CC=C1)Cl)C#N)=O (2-carbomethoxy-4-cyano-4-(o-chlorophenyl)cyclohexanone). Isolated yield 95.0%. Reaction SMILES: CO[C:3](=[O:22])[CH2:4][CH2:5][C:6]([C:15]1[CH:20]=[CH:19][CH:18]=[CH:17][C:16]=1[Cl:21])([C:13]#[N:14])[CH2:7][CH2:8][C:9]([O:11][CH3:12])=[O:10].ClC1C=CC(C(C#N)(CCC(O)=O)CCC(O)=O)=CC=1.O1CCCC1.CC(C)([O-])C.[K+]>C(O)(=O)C>[C:9]([CH:8]1[CH2:7][C:6]([C:13]#[N:14])([C:15]2[CH:20]=[CH:19][CH:18]=[CH:17][C:16]=2[Cl:21])[CH2:5][CH2:4][C:3]1=[O:22])([O:11][CH3:12])=[O:10] |f:3.4|. Procedure: Following the procedure of Example 1, Part B, but substituting 39.11 gm. (0.121 mole) dimethyl-4-(o-chlorophenyl)-4-cyanopimelate (prepared in Part A, above) for the dimethyl ester of 4-(p-chlorophenyl)-4-cyanopimelic acid, and using 780 ml. of the tetrahydrofuran, 27.4 gm. (0.24 mole) of the potassium tert-butoxide, and 195 ml. of the 2.5 N acetic acid instead of the 700 ml., the 24.4 gm (0.218 mole), and the 175 ml., respectively, there is prepared 33.4 gm. (95% yield) of 2-carbomethoxy-4-cyan... Reactants: [Ag+], BrCc1cccc2nsnc12, C1COCCO1, [O-][Cl+3]([O-])([O-])[O-], O. Yields the product OCc1cccc2nsnc12. As a reaction SMILES: [Ag+:24].[Br:1][CH2:2][c:3]1[cH:4][cH:5][cH:6][c:7]2[n:8][s:9][n:10][c:11]12.[CH2:13]1[O:14][CH2:15][CH2:16][O:17][CH2:18]1.[Cl+3:19]([O-:20])([O-:21])([O-:22])[O-:23].[OH2:12]>>[CH2:2]([c:3]1[cH:4][cH:5][cH:6][c:7]2[n:8][s:9][n:10][c:11]12)[OH:12]. The reactants are BrCC(=O)OC(C)C (isopropyl bromoacetate), CC=1C=C(C=CC1[N+](=O)[O-])O (3-methyl-4-nitrophenol), C([O-])([O-])=O.[K+].[K+] (potassium carbonate). Run in CC(=O)C (acetone). The product is CC=1C=C(OCC(=O)OC(C)C)C=CC1[N+](=O)[O-] (isopropyl 3-methyl-4-nitrophenoxyacetate). As a reaction SMILES: Br[CH2:2][C:3]([O:5][CH:6]([CH3:8])[CH3:7])=[O:4].[CH3:9][C:10]1[CH:11]=[C:12]([OH:19])[CH:13]=[CH:14][C:15]=1[N+:16]([O-:18])=[O:17].C(=O)([O-])[O-].[K+].[K+]>CC(C)=O>[CH3:9][C:10]1[CH:11]=[C:12]([CH:13]=[CH:14][C:15]=1[N+:16]([O-:18])=[O:17])[O:19][CH2:2][C:3]([O:5][CH:6]([CH3:8])[CH3:7])=[O:4] |f:2.3.4|. Procedure details: In a similar manner to Example 2, starting material step (b), isopropyl bromoacetate (13.9 ml), 3-methyl-4-nitrophenol (15 g), anhydrous potassium carbonate (16.25 g) and acetone (500 ml) were reacted to give isopropyl 3-methyl-4-nitrophenoxyacetate (22.2 g) as an off-white solid: NMR Spectrum (DMSO-d6) 1.22 (6H, d), 2.54 (3H, s), 4.89 (2H, s), 5.00 (1H, m), 6.96 (1H, dd), 7.04 (1H, d), 8.03 (1H, d); Mass Spectrum m/Z 254 (M+H)+. The reactants are CC(C(=O)C=1SC=CC1)(C)C (2-(2,2-dimethylpropionyl)thiophene), CC(CO)(CO)C (2,2-dimethylpropane-1,3-diol), C1(=CC=C(C=C1)S(=O)(=O)O)C (p-toluenesulphonic acid), C1=CC=CC=C1 (benzene). Solvent: CCOCC (ether). Product: C1=CC=C(C=2OC3=C(C21)C=CC=C3)SCC(=O)O (2-(dibenzofuran-4-ylthio)acetic acid). Isolated yield 98.0%. Reaction SMILES: C[C:2]([CH3:11])([CH3:10])[C:3]([C:5]1[S:6][CH:7]=[CH:8][CH:9]=1)=[O:4].CC(C)([CH2:16][OH:17])CO.C1(C)C=CC(S(O)(=O)=[O:26])=CC=1.[CH:30]1C=[CH:34][CH:33]=[CH:32][CH:31]=1>CCOCC>[CH:10]1[C:2]2[C:11]3[CH:30]=[CH:31][CH:32]=[CH:33][C:34]=3[O:4][C:3]=2[C:5]([S:6][CH2:7][C:16]([OH:17])=[O:26])=[CH:9][CH:8]=1. Procedure: A mixture of 2-(2,2-dimethylpropionyl)thiophene (21.45 g), 2,2-dimethylpropane-1,3-diol (14.63 g), and a catalytic amount of p-toluenesulphonic acid in benzene (100 ml) was heated at reflux for 44 hours using a Dean and Stark apparatus. The mixture was cooled, diluted with ether (150 ml), and washed with saturated aqueous sodium hydrogen carbonate solution. The organic phase was then dried (MgSO4) and decolourised with activated charcoal. The solvent was removed by evaporation to give 2-t-butyl-... The reactants are Fc1ccccc1N=C=S, Nc1cccc(-c2c(C(=O)c3ccccc3)cnc3c(C(F)(F)F)cccc23)c1. Yields the product O=C(c1ccccc1)c1cnc2c(C(F)(F)F)cccc2c1-c1cccc(NC(=S)Nc2ccccc2F)c1. Reaction SMILES: [F:30][c:31]1[c:32]([N:37]=[C:38]=[S:39])[cH:33][cH:34][cH:35][cH:36]1.[NH2:1][c:2]1[cH:3][c:4](-[c:8]2[c:9]([C:22](=[O:23])[c:24]3[cH:25][cH:26][cH:27][cH:28][cH:29]3)[cH:10][n:11][c:12]3[c:13]([C:18]([F:19])([F:20])[F:21])[cH:14][cH:15][cH:16][c:17]23)[cH:5][cH:6][cH:7]1>>[NH:1]([c:2]1[cH:3][c:4](-[c:8]2[c:9]([C:22](=[O:23])[c:24]3[cH:25][cH:26][cH:27][cH:28][cH:29]3)[cH:10][n:11][c:12]3[c:13]([C:18]([F:19])([F:20])[F:21])[cH:14][cH:15][cH:16][c:17]23)[cH:5][cH:6][cH:7]1)[C:38]([NH:37][c:32]1[c:31]([F:30])[cH:36][cH:35][cH:34][cH:33]1)=[S:39].